This data is from the Open Reaction Database (ORD), a public repository of structured organic reaction records. The task is: describe an organic reaction: reactants, conditions, products, and yield Starting materials: C(C1=CC=CC=C1)[C@@H](C(=O)O)C=C ((2R)-2-benzylbut-3-enoic acid), C(C=C)[Si](C)(C)C (allyltrimethylsilane). The reagents and catalysts are CC1=CC(=C(C(=C1)C)N2CCN(C2=[Ru](=CC3=C(C=CC=C3)OC(C)C)(Cl)Cl)C4=C(C=C(C=C4C)C)C)C (Hoveyda-Grubbs second generation). The solvent is C(Cl)Cl (DCM). Product: C(C1=CC=CC=C1)[C@@H](C(=O)O)C=CC[Si](C)(C)C ((2R)-2-benzyl-5-(trimethylsilyl)pent-3-enoic acid). Reaction SMILES: [CH2:1]([C@H:8]([CH:12]=[CH2:13])[C:9]([OH:11])=[O:10])[C:2]1[CH:7]=[CH:6][CH:5]=[CH:4][CH:3]=1.[CH2:14]([Si:17]([CH3:20])([CH3:19])[CH3:18])C=C>C(Cl)Cl.CC1C=C(C)C(N2C(=[Ru](Cl)(Cl)=CC3C=CC=CC=3OC(C)C)N(C3C(C)=CC(C)=CC=3C)CC2)=C(C)C=1>[CH2:1]([C@H:8]([CH:12]=[CH:13][CH2:14][Si:17]([CH3:20])([CH3:19])[CH3:18])[C:9]([OH:11])=[O:10])[C:2]1[CH:7]=[CH:6][CH:5]=[CH:4][CH:3]=1. Procedure details: To a solution of (2R)-2-benzylbut-3-enoic acid (1.4 mmol, 250 mg) and allyltrimethylsilane (4.2 mmol, 0.67 mL) in DCM (3 mL) at reflux was added Hoveyda-Grubbs second generation catalyst (5 mol %, 44 mg). The reaction was allowed to stir at reflux for 50 hrs. The solvent was removed in vacuo. The crude product was purified by column chromatography (184 mg, 50%). 1H NMR (400 MHz, CDCl3): δ=7.15-7.30 (m, 5H), 5.48-5.56 (m, 1H), 5.26 (dd, J=8.8, 15.2, 1H), 3.30 (m, 1H), 3.10 (dd, J=7.1, 13.9, 1H), ... Starting materials: C(CCC)N(C(=O)N(C1=C(C=CC=C1)C(F)(F)F)C)CC1=CC=C(C=C1)C1=C(C=CC=C1)S(NC(C)(C)C)(=O)=O (1-butyl-1-[[2'-(N-t-butylsulfamoyl)biphenyl-4-yl]methyl]-3-methyl-3-[2-(trifluoromethyl)phenyl]urea). Solvent: CCCCCC.CCOC(=O)C (hexane EtOAc). The product is C(CCC)N(C(=O)N(C1=C(C=CC=C1)C(F)(F)F)C)CC1=CC=C(C=C1)C1=C(C=CC=C1)S(N)(=O)=O (1-Butyl-3-methyl-1-[(2'-sulfamoylbiphenyl-4-yl)methyl]-3-[2-(trifluoromethyl)phenyl]urea). Isolated yield 76.0%. RXN SMILES: [CH2:1]([N:5]([CH2:20][C:21]1[CH:26]=[CH:25][C:24]([C:27]2[CH:32]=[CH:31][CH:30]=[CH:29][C:28]=2[S:33](=[O:40])(=[O:39])[NH:34]C(C)(C)C)=[CH:23][CH:22]=1)[C:6]([N:8]([CH3:19])[C:9]1[CH:14]=[CH:13][CH:12]=[CH:11][C:10]=1[C:15]([F:18])([F:17])[F:16])=[O:7])[CH2:2][CH2:3][CH3:4]>CCCCCC.CCOC(C)=O>[CH2:1]([N:5]([CH2:20][C:21]1[CH:22]=[CH:23][C:24]([C:27]2[CH:32]=[CH:31][CH:30]=[CH:29][C:28]=2[S:33](=[O:39])(=[O:40])[NH2:34])=[CH:25][CH:26]=1)[C:6]([N:8]([CH3:19])[C:9]1[CH:14]=[CH:13][CH:12]=[CH:11][C:10]=1[C:15]([F:18])([F:16])[F:17])=[O:7])[CH2:2][CH2:3][CH3:4] |f:1.2|. Reported procedure: The title compound was prepared from 1-butyl-1-[[2'-(N-t-butylsulfamoyl)biphenyl-4-yl]methyl]-3-methyl-3-[2-(trifluoromethyl)phenyl]urea (from Step B) according to the procedure of Example 2, Step D. Purification of the crude product by flash chromatography (elution with 2:1 and then 1:1 hexane-EtOAc) afforded a 76% yield of a stiff, white foam, which became tacky upon standing; homogeneous by TLC (3:1 hexane-EtOAc); FAB-MS m/e 521 (M+1)+. The reactants are CC(C)(C)ON=C(c1ccc(F)c(Br)c1)c1ncccc1O, O=C(OO)c1cccc(Cl)c1, [Na+], [Na+], C1CCOC1, O=S([O-])[O-]. Yields the product CC(C)(C)ON=C(c1ccc(F)c(Br)c1)c1c(O)ccc[n+]1[O-]. RXN SMILES: [Br:1][c:2]1[cH:3][c:4]([C:5](=[N:6][O:7][C:8]([CH3:9])([CH3:10])[CH3:11])[c:12]2[n:13][cH:14][cH:15][cH:16][c:17]2[OH:18])[cH:19][cH:20][c:21]1[F:22].[Cl:23][c:24]1[cH:25][cH:26][cH:27][c:28]([C:29]([O:30][OH:32])=[O:31])[cH:33]1.[Na+:38].[Na+:39].[O:40]1[CH2:41][CH2:42][CH2:43][CH2:44]1.[S:34]([O-:35])([O-:36])=[O:37]>>[Br:1][c:2]1[cH:3][c:4]([C:5](=[N:6][O:7][C:8]([CH3:9])([CH3:10])[CH3:11])[c:12]2[n+:13]([O-:31])[cH:14][cH:15][cH:16][c:17]2[OH:18])[cH:19][cH:20][c:21]1[F:22]. Starting materials: CCCCCCc1cccc(-c2nc(I)c(C(=O)N3CCC(N4CCCC4)CC3)n2C)c1, Cc1ccccc1, OB(O)C1CC1, C1CCC(P(C2CCCCC2)C2CCCCC2)CC1, [K+], [K+], [K+], O, O=P([O-])([O-])[O-]. The product is CCCCCCc1cccc(-c2nc(C3CC3)c(C(=O)N3CCC(N4CCCC4)CC3)n2C)c1. Reaction SMILES: [CH2:1]([CH2:2][CH2:3][CH2:4][CH2:5][CH3:6])[c:7]1[cH:8][c:9](-[c:13]2[n:14][c:15]([I:32])[c:16]([C:19](=[O:20])[N:21]3[CH2:22][CH2:23][CH:24]([N:27]4[CH2:28][CH2:29][CH2:30][CH2:31]4)[CH2:25][CH2:26]3)[n:17]2[CH3:18])[cH:10][cH:11][cH:12]1.[CH3:66][c:67]1[cH:68][cH:69][cH:70][cH:71][cH:72]1.[CH:33]1([B:36]([OH:37])[OH:38])[CH2:34][CH2:35]1.[CH:47]1([P:48]([CH:49]2[CH2:50][CH2:51][CH2:52][CH2:53][CH2:54]2)[CH:55]2[CH2:56][CH2:57][CH2:58][CH2:59][CH2:60]2)[CH2:61][CH2:62][CH2:63][CH2:64][CH2:65]1.[K+:44].[K+:45].[K+:46].[OH2:73].[P:39]([O-:40])([O-:41])([O-:42])=[O:43]>>[CH2:1]([CH2:2][CH2:3][CH2:4][CH2:5][CH3:6])[c:7]1[cH:8][c:9](-[c:13]2[n:14][c:15]([CH:33]3[CH2:34][CH2:35]3)[c:16]([C:19](=[O:20])[N:21]3[CH2:22][CH2:23][CH:24]([N:27]4[CH2:28][CH2:29][CH2:30][CH2:31]4)[CH2:25][CH2:26]3)[n:17]2[CH3:18])[cH:10][cH:11][cH:12]1. The reactants are NC1=NC(=CC(N1N)=O)C (2,3-diamino-6-methyl-4(3H)-pyrimidinone), C1(CC1)C(=O)Cl (cyclopropanecarbonyl chloride). The solvent is O1CCOCC1 (1,4-dioxane), CN(C=O)C (N,N-dimethylformamide). The product is C1(CC1)C1=NN2C(N=C(C=C2O)C)=N1 (2-cyclopropyl-5-methyl[1,2,4]triazolo[1,5-a]pyrimidin-7-ol). Reaction SMILES: [NH2:1][C:2]1[N:7]([NH2:8])[C:6](=[O:9])[CH:5]=[C:4]([CH3:10])[N:3]=1.[CH:11]1([C:14](Cl)=O)[CH2:13][CH2:12]1>O1CCOCC1.CN(C)C=O>[CH:11]1([C:14]2[N:1]=[C:2]3[N:3]=[C:4]([CH3:10])[CH:5]=[C:6]([OH:9])[N:7]3[N:8]=2)[CH2:13][CH2:12]1. Procedure: To a solution of Intermediate 1 (0.5 g, 3.57 mmol) in a mixture of 1,4-dioxane (4 mL) and N,N-dimethylformamide (1 mL), cyclopropanecarbonyl chloride (ALDRICH, 0.49 mL, 5.35 mmol) was added and the resulting mixture was heated under reflux overnight. The reaction was then concentrated under vacuum yielding a pale yellow solid which was purified by flash chromatography (Si, eluting with DCM:MeOH mixtures, gradient from 100:0% to 90:10%) to yield a beige solid which was re-purified by flash chroma...